From a dataset of the Open Reaction Database (ORD), a public repository of structured organic reaction records. describe an organic reaction: reactants, conditions, products, and yield Reactants: CC(C)(C)OC(=O)N1CC2CCCCC2C1(C)C(=O)O, Cl. The product is CC1(C(=O)O)NCC2CCCCC21. Reaction SMILES: [C:1]([O:2][C:3]([CH3:4])([CH3:5])[CH3:6])(=[O:7])[N:8]1[C:9]([C:17](=[O:18])[OH:19])([CH3:20])[CH:10]2[CH2:11][CH2:12][CH2:13][CH2:14][CH:15]2[CH2:16]1.[ClH:21]>>[NH:8]1[C:9]([C:17](=[O:18])[OH:19])([CH3:20])[CH:10]2[CH2:11][CH2:12][CH2:13][CH2:14][CH:15]2[CH2:16]1. Starting materials: O=C([O-])O, CC#N, CCCCCOC(=O)C1CC(=O)NN1c1ncccc1Cl, [Na+], O=P(Br)(Br)Br. The product is CCCCCOC(=O)C1CC(Br)=NN1c1ncccc1Cl. Reaction SMILES: [C:27](=[O:28])([O-:29])[OH:30].[CH3:32][C:33]#[N:34].[Cl:1][c:2]1[c:3]([N:8]2[NH:9][C:10](=[O:21])[CH2:11][CH:12]2[C:13](=[O:14])[O:15][CH2:16][CH2:17][CH2:18][CH2:19][CH3:20])[n:4][cH:5][cH:6][cH:7]1.[Na+:31].[P:22]([Br:23])([Br:24])([Br:25])=[O:26]>>[Cl:1][c:2]1[c:3]([N:8]2[N:9]=[C:10]([Br:24])[CH2:11][CH:12]2[C:13](=[O:14])[O:15][CH2:16][CH2:17][CH2:18][CH2:19][CH3:20])[n:4][cH:5][cH:6][cH:7]1. Run in O (Water). Conditions: temperature 100 celsius, time 2 hour. RXN SMILES: Cl[C:2]1[C:7]([Cl:8])=[CH:6][CH:5]=[CH:4][N:3]=1.[CH3:9][N:10]1C(=O)CCC1>[C-]#N.[Zn+2].[C-]#N.O>[Cl:8][C:7]1[C:2]([C:9]#[N:10])=[N:3][CH:4]=[CH:5][CH:6]=1 |f:2.3.4|. Procedure details: A mixture of 29.6 g of 2,3-dichloropyridine, 46.97 g of zinc cyanide, 11.56 g of tetratris(triphenylphosphine)palladium(0) and 150 mL of NMP was stirred at 100° C. for 2 hours. Water was added to the reaction mixture cooled to room temperature, and the mixture was extracted with ethyl acetate. The organic layer was dried over anhydrous sodium sulfate and then concentrated under reduced pressure, and the resulting residue was applied to a silica gel column chromatography to obtain 9.08 g of 3-chl... The reactants are ClC1=NC=CC=C1Cl (2,3-dichloropyridine), tetratris(triphenylphosphine)palladium(0), CN1CCCC1=O (NMP). The reagents and catalysts are [C-]#N.[Zn+2].[C-]#N (zinc cyanide). Yields the product ClC=1C(=NC=CC1)C#N (3-chloropyridine-2-carbonitrile). The reactants are ON=C(C(=O)OC(C)(C)C)C(C1=NC=CC=C1)=O (tert-Butyl 2-hydroxyimino-3-oxo-3-(2-pyridyl)propionate), C(C1=CC=CC=C1)N (benzylamine). Run in C(C)#N (acetonitrile). Yields the product C1(=CC=CC=C1)C=1NC(=C(N1)C(=O)OC(C)(C)C)C1=NC=CC=C1 (tert-butyl 2-phenyl-5-(2-pyridyl)imidazole-4-carboxylate). Yield: 23.4%. Reaction SMILES: O[N:2]=[C:3]([C:11](=O)[C:12]1[CH:17]=[CH:16][CH:15]=[CH:14][N:13]=1)[C:4]([O:6][C:7]([CH3:10])([CH3:9])[CH3:8])=[O:5].[CH2:19]([NH2:26])[C:20]1[CH:25]=[CH:24][CH:23]=[CH:22][CH:21]=1>C(#N)C>[C:20]1([C:19]2[NH:26][C:11]([C:12]3[CH:17]=[CH:16][CH:15]=[CH:14][N:13]=3)=[C:3]([C:4]([O:6][C:7]([CH3:10])([CH3:9])[CH3:8])=[O:5])[N:2]=2)[CH:25]=[CH:24][CH:23]=[CH:22][CH:21]=1. Reported procedure: tert-Butyl 2-hydroxyimino-3-oxo-3-(2-pyridyl)propionate (6.0 g) and benzylamine (5.7 g) were dissolved in acetonitrile (100 ml), and the mixture was reacted and treated in the same manner as in Starting Material Synthetic Example 5 to give tert-butyl 2-phenyl-5-(2-pyridyl)imidazole-4-carboxylate (1.8 g), melting point 211-213° C. Reactants: FC(COC=1C=C(C=CC1C(F)(F)F)C1=CC(=NC(N1)=O)C(F)(F)F)(F)F (6-[3-(2,2,2-trifluoro-ethoxy)-4-trifluoromethyl-phenyl]-4-trifluoromethyl-1H-pyrimidin-2-one), O=P(Cl)(Cl)Cl (phosphoroxychloride). Product: ClC1=NC(=CC(=N1)C1=CC(=C(C=C1)C(F)(F)F)OCC(F)(F)F)C(F)(F)F (2-Chloro-4-[3-(2,2,2-trifluoro-ethoxy)-4-trifluoromethyl-phenyl]-6-trifluoromethyl-pyrimidine), solid. The yield is 96.0%. As a reaction SMILES: [F:1][C:2]([F:27])([F:26])[CH2:3][O:4][C:5]1[CH:6]=[C:7]([C:15]2[NH:20][C:19](=O)[N:18]=[C:17]([C:22]([F:25])([F:24])[F:23])[CH:16]=2)[CH:8]=[CH:9][C:10]=1[C:11]([F:14])([F:13])[F:12].O=P(Cl)(Cl)[Cl:30]>>[Cl:30][C:19]1[N:20]=[C:15]([C:7]2[CH:8]=[CH:9][C:10]([C:11]([F:14])([F:13])[F:12])=[C:5]([O:4][CH2:3][C:2]([F:27])([F:26])[F:1])[CH:6]=2)[CH:16]=[C:17]([C:22]([F:25])([F:24])[F:23])[N:18]=1. Procedure details: The title compound was prepared from 6-[3-(2,2,2-trifluoro-ethoxy)-4-trifluoromethyl-phenyl]-4-trifluoromethyl-1H-pyrimidin-2-one (3.74 g, 9.21 mmol) and phosphoroxychloride (30 mL) according to the general procedure I. Obtained as a brown solid (3.75 g, 96%). MS (EI) 424.0 [(M)+]; mp 44° C.